Task: describe an organic reaction: reactants, conditions, products, and yield. Dataset: the Open Reaction Database (ORD), a public repository of structured organic reaction records As a reaction SMILES: [Na].[C:2]([NH:5][CH:6]([C:12]([O:14][CH2:15][CH3:16])=[O:13])[C:7]([O:9][CH2:10][CH3:11])=[O:8])(=[O:4])[CH3:3].[C:17]1([CH2:27]Cl)[C:26]2[C:21](=[CH:22][CH:23]=[CH:24][CH:25]=2)[CH:20]=[CH:19][CH:18]=1.OS([O-])(=O)=O.[K+]>C(O)C.CCCCCC>[C:17]1([CH2:27][C:6]([NH:5][C:2](=[O:4])[CH3:3])([C:12]([O:14][CH2:15][CH3:16])=[O:13])[C:7]([O:9][CH2:10][CH3:11])=[O:8])[C:26]2[C:21](=[CH:22][CH:23]=[CH:24][CH:25]=2)[CH:20]=[CH:19][CH:18]=1 |f:3.4,^1:0|. Run in C(C)O (ethanol), C(C)O (ethanol), CCCCCC (hexane). The reactants are C(C)(=O)NC(C(=O)OCC)C(=O)OCC (diethyl 2-acetamidomalonate), [Na] (Sodium), OS(=O)(=O)[O-].[K+] (KHSO4), C1(=CC=CC2=CC=CC=C12)CCl ((1-naphthyl)methyl chloride). The product is C1(=CC=CC2=CC=CC=C12)CC(C(=O)OCC)(C(=O)OCC)NC(C)=O (DIETHYL 2-[(1-NAPHTHYL)METHYL]-2-ACETAMIDOMALONATE). Procedure: Sodium (28 mmol; 0.64 g) is introduced into 50 cm3 of absolute ethanol, under inert atmosphere. At 0° C., diethyl 2-acetamidomalonate (28 mmol; 6.08 g) dissolved in 35 cm3 of absolute ethanol is added, followed by dropwise addition, with a syringe, of (1-naphthyl)methyl chloride (28 mmol; 4.1 cm3). The mixture is maintained at reflux until the starting material has disappeared (6 h, then overnight at room temperature and then 2 h at reflux). The reaction medium is poured onto a KHSO4 (0.05M; 240...